From a dataset of the Open Reaction Database (ORD), a public repository of structured organic reaction records. describe an organic reaction: reactants, conditions, products, and yield Starting materials: CCOC(=O)CBr, O=C([O-])[O-], CO, [K+], [K+], COc1cc2oc(-c3ccc(N)cc3)cc(=O)c2c(OC)c1OC. Product: CCOC(=O)CNc1ccc(-c2cc(=O)c3c(OC)c(OC)c(OC)cc3o2)cc1. Reaction SMILES: [Br:25][CH2:26][C:27](=[O:28])[O:29][CH2:30][CH3:31].[C:32](=[O:33])([O-:34])[O-:35].[CH3:38][OH:39].[K+:36].[K+:37].[NH2:1][c:2]1[cH:3][cH:4][c:5](-[c:6]2[o:7][c:8]3[cH:9][c:10]([O:21][CH3:22])[c:11]([O:19][CH3:20])[c:12]([O:17][CH3:18])[c:13]3[c:14](=[O:16])[cH:15]2)[cH:23][cH:24]1>>[NH:1]([c:2]1[cH:3][cH:4][c:5](-[c:6]2[o:7][c:8]3[cH:9][c:10]([O:21][CH3:22])[c:11]([O:19][CH3:20])[c:12]([O:17][CH3:18])[c:13]3[c:14](=[O:16])[cH:15]2)[cH:23][cH:24]1)[CH2:26][C:27](=[O:28])[O:29][CH2:30][CH3:31]. Starting materials: CON(C)C(=O)C1CCN(C(=O)OC(C)(C)C)CC1, C1CCOC1, CCOC(C)=O, COc1ccccc1F, [Li]CCCC. Product: COc1cccc(C(=O)C2CCN(C(=O)OC(C)(C)C)CC2)c1F. As a reaction SMILES: [C:15]([CH3:16])([CH3:17])([CH3:18])[O:19][C:20](=[O:21])[N:22]1[CH2:23][CH2:24][CH:25]([C:28]([N:29]([O:30][CH3:31])[CH3:32])=[O:33])[CH2:26][CH2:27]1.[CH2:34]1[O:35][CH2:36][CH2:37][CH2:38]1.[CH3:39][CH2:40][O:41][C:42](=[O:43])[CH3:44].[F:1][c:2]1[c:3]([O:8][CH3:9])[cH:4][cH:5][cH:6][cH:7]1.[Li:10][CH2:11][CH2:12][CH2:13][CH3:14]>>[F:1][c:2]1[c:3]([O:8][CH3:9])[cH:4][cH:5][cH:6][c:7]1[C:28]([CH:25]1[CH2:24][CH2:23][N:22]([C:20]([O:19][C:15]([CH3:16])([CH3:17])[CH3:18])=[O:21])[CH2:27][CH2:26]1)=[O:33]. Reactants: NC1CCN(CC1)CCN1C(CSC2=C1C=C(C=C2)OC)=O (4-[2-(4-Aminopiperidin-1-yl)ethyl]-6-methoxy-2H-1,4-benzothiazin-3(4H)-one), NC1CCN(CC1)CCN1C(CSC2=C1C=C(C=C2)OC)=O (4-[2-(4-Aminopiperidin-1-yl)ethyl]-6-methoxy-2H-1,4-benzothiazin-3(4H)-one), O=C1NC2=C(OC1)C=CC(=N2)C=O (3-oxo-3,4-dihydro-2H-pyrido[3,2-b][1,4]oxazine-6-carbaldehyde), C(#N)[BH3-].[Na+] (sodium cyanoborohydride), C(#N)[BH3-].[Na+] (sodium cyanoborohydride). Conditions: time 2.5 hour. The product is COC=1C=CC2=C(N(C(CS2)=O)CCN2CCC(CC2)NCC=2C=CC=3OCC(NC3N2)=O)C1 (6-[({1-[2-(6-Methoxy-3-oxo-2,3-dihydro-4H-1,4-benzothiazin-4-yl)ethyl]piperidin-4-yl}amino)methyl]-2H-pyrido[3,2-b][1,4]oxazin-3(4H)-one). RXN SMILES: [NH2:1][CH:2]1[CH2:7][CH2:6][N:5]([CH2:8][CH2:9][N:10]2[C:15]3[CH:16]=[C:17]([O:20][CH3:21])[CH:18]=[CH:19][C:14]=3[S:13][CH2:12][C:11]2=[O:22])[CH2:4][CH2:3]1.[O:23]=[C:24]1[CH2:29][O:28][C:27]2[CH:30]=[CH:31][C:32]([CH:34]=O)=[N:33][C:26]=2[NH:25]1.C([BH3-])#N.[Na+]>>[CH3:21][O:20][C:17]1[CH:18]=[CH:19][C:14]2[S:13][CH2:12][C:11](=[O:22])[N:10]([CH2:9][CH2:8][N:5]3[CH2:4][CH2:3][CH:2]([NH:1][CH2:34][C:32]4[CH:31]=[CH:30][C:27]5[O:28][CH2:29][C:24](=[O:23])[NH:25][C:26]=5[N:33]=4)[CH2:7][CH2:6]3)[C:15]=2[CH:16]=1 |f:2.3|. Reported procedure: 4-[2-(4-Aminopiperidin-1-yl)ethyl]-6-methoxy-2H-1,4-benzothiazin-3(4H)-one (Intermediate 50) (0.9 mmol), 3-oxo-3,4-dihydro-2H-pyrido[3,2-b][1,4]oxazine-6-carbaldehyde (WO 2004/058144) (190 mg, 1.1 mmol) and sodium cyanoborohydride (110 mg, 1.77 mmol) were reacted as described under Example 21, with stirring for 2.5 hours at room temperature after sodium cyanoborohydride addition. The title compound was obtained as a solid, 52 mg (12%). Yields the product Cc1cc(C(=O)NCCc2ccccc2)n(C)n1. The reactants are CCOC(C)=O, NCCc1ccccc1, CCOC(=O)c1cc(C)nn1C, Cl, O, O, O, O, Cl[Rh](Cl)Cl. RXN SMILES: [C:24]([O:25][CH2:26][CH3:27])(=[O:28])[CH3:29].[CH2:14]([CH2:15][c:16]1[cH:17][cH:18][cH:19][cH:20][cH:21]1)[NH2:22].[CH3:1][n:2]1[n:3][c:4]([CH3:12])[cH:5][c:6]1[C:7]([O:9][CH2:8][CH3:10])=[O:11].[ClH:13].[OH2:23].[OH2:30].[OH2:31].[OH2:32].[Rh:33]([Cl:34])([Cl:35])[Cl:36]>>[CH3:1][n:2]1[n:3][c:4]([CH3:12])[cH:5][c:6]1[C:7](=[O:9])[NH:22][CH2:14][CH2:15][c:16]1[cH:17][cH:18][cH:19][cH:20][cH:21]1. The reactants are C(CCC)[Li] (butyl lithium), CN1N=NN=C1C (1,5-dimethyltetrazole), Cl (hydrochloric acid), [OH-].[Na+] (sodium hydroxide), C(C)C1=CC2=C(C(OC(N2)=O)=O)C=C1 (7-ethyl-1H-3,1-benzoxazine-2,4-dione). The solvent is O (Water), CCCCCC (hexane), O1CCCC1 (tetrahydrofuran). Conditions: time 0.5 hour. Yields the product NC1=C(C=CC(=C1)CC)C(CC1=NN=NN1C)=O (1-(2-amino-4-ethylphenyl)-2-(1-methyl-1H-tetrazol-5-yl)ethanone). RXN SMILES: C([Li])CCC.[CH3:6][N:7]1[C:11]([CH3:12])=[N:10][N:9]=[N:8]1.[CH2:13]([C:15]1[CH:26]=[CH:25][C:18]2[C:19](=O)[O:20]C(=O)[NH:22][C:17]=2[CH:16]=1)[CH3:14].Cl.[OH-].[Na+]>CCCCCC.O1CCCC1.O>[NH2:22][C:17]1[CH:16]=[C:15]([CH2:13][CH3:14])[CH:26]=[CH:25][C:18]=1[C:19](=[O:20])[CH2:12][C:11]1[N:7]([CH3:6])[N:8]=[N:9][N:10]=1 |f:4.5|. Reported procedure: A solution of butyl lithium in hexane (2.7M, 13.4 ml) was added to a solution of 1,5-dimethyltetrazole (3.54 g) in dry tetrahydrofuran (83 ml) at 0° under nitrogen. The mixture was stirred for 0.5 hour and 7-ethyl-1H-3,1-benzoxazine-2,4-dione (2.3 g) was added. The mixture was allowed to warm to room temperature during 2 hours. Water (100 ml) was added. The mixture was acidified to pH 1 with hydrochloric acid (5N) and then neutralised with aqueous sodium hydroxide (5N). The mixture was extracted...